The task is: describe an organic reaction: reactants, conditions, products, and yield. This data is from the Open Reaction Database (ORD), a public repository of structured organic reaction records. Reactants: ClC(Cl)(Cl)Cl, CCOC(C)(OCC)OCC, O=C1CCC(=O)N1Cl. Product: CCOC(CCl)(OCC)OCC. Reaction SMILES: [C:20]([Cl:21])([Cl:22])([Cl:23])[Cl:24].[CH2:1]([CH3:2])[O:3][C:4]([CH3:5])([O:6][CH2:7][CH3:8])[O:9][CH2:10][CH3:11].[Cl:12][N:13]1[C:14](=[O:15])[CH2:16][CH2:17][C:18]1=[O:19]>>[CH2:1]([CH3:2])[O:3][C:4]([CH2:5][Cl:12])([O:6][CH2:7][CH3:8])[O:9][CH2:10][CH3:11].